From a dataset of the Open Reaction Database (ORD), a public repository of structured organic reaction records. describe an organic reaction: reactants, conditions, products, and yield Starting materials: O.O.O.O.O.O.O.[Cl-].[Ce+3].[Cl-].[Cl-] (Cerium chloride heptahydrate), C(C1=CC=CC=C1)#N (benzonitrile), C1(=CC=CC=C1)[Li] (phenyllithium), C(CCC)[Li] (n-butyllithium), hexanes, BrC1=CC=CC=C1 (bromobenzene). The solvent is O1CCCC1 (tetrahydrofuran), O1CCCC1 (tetrahydrofuran), O1CCCC1 (tetrahydrofuran). Reaction conditions: time 30 minute. The product is C1(=CC=CC=C1)C(C1=CC=CC=C1)(C1=CC=CC=C1)N (triphenylmethylamine). Yield: 98.0%. As a reaction SMILES: O.O.O.O.O.O.O.[Cl-].[Ce+3].[Cl-].[Cl-].[C:12]1([Li])[CH:17]=[CH:16][CH:15]=[CH:14][CH:13]=1.C([Li])CCC.Br[C:25]1[CH:30]=[CH:29][CH:28]=[CH:27][CH:26]=1.[C:31](#[N:38])[C:32]1[CH:37]=[CH:36][CH:35]=[CH:34][CH:33]=1>O1CCCC1>[C:12]1([C:31]([NH2:38])([C:32]2[CH:37]=[CH:36][CH:35]=[CH:34][CH:33]=2)[C:25]2[CH:30]=[CH:29][CH:28]=[CH:27][CH:26]=2)[CH:17]=[CH:16][CH:15]=[CH:14][CH:13]=1 |f:0.1.2.3.4.5.6.7.8.9.10|. Procedure details: Cerium chloride heptahydrate (15.0 g, 40 mmol) was dried and stirred with 80 mL of dry tetrahydrofuran as described in Example 1. To this was added by cannulation below -50° a solution of phenyllithium prepared by addition of 16 mL of 2.5M n-butyllithium in hexanes (40 mmol) to 6.28 g (40 mmol) of bromobenzene in 15 mL of tetrahydrofuran below -40°. The mixture was stirred in a dry ice-acetone bath for 30 minutes, and 1.34 g (13 mmol) of benzonitrile in 2 mL of tetrahydrofuran were added. The ba... Starting materials: C([O-])([O-])=O.[Na+].[Na+] (sodium carbonate), FC1=C(C=CC(=C1)Cl)B(O)O (2-fluoro-4-chlorophenylboronic acid), BrC1=CC(=C(C=C1)CC)[N+](=O)[O-] (4-bromo-1-ethyl-2-nitrobenzene). Reagents/catalysts: C=1C=CC(=CC1)[P](C=2C=CC=CC2)(C=3C=CC=CC3)[Pd]([P](C=4C=CC=CC4)(C=5C=CC=CC5)C=6C=CC=CC6)([P](C=7C=CC=CC7)(C=8C=CC=CC8)C=9C=CC=CC9)[P](C=1C=CC=CC1)(C=1C=CC=CC1)C=1C=CC=CC1 (Tetrakis(triphenylphosphine)palladium(0)). The solvent is O (water), COCCOC (1,2-dimethoxyethane), C(C)(=O)OCC (ethyl acetate). Reaction conditions: time 15 minute. The product is ClC1=CC(=C(C=C1)C1=CC(=C(C=C1)CC)[N+](=O)[O-])F (4′-chloro-4-ethyl-2′-fluoro-3-nitrobiphenyl). Isolated yield 98.4%. As a reaction SMILES: [F:1][C:2]1[CH:7]=[C:6]([Cl:8])[CH:5]=[CH:4][C:3]=1B(O)O.Br[C:13]1[CH:18]=[CH:17][C:16]([CH2:19][CH3:20])=[C:15]([N+:21]([O-:23])=[O:22])[CH:14]=1.C(=O)([O-])[O-].[Na+].[Na+]>COCCOC.O.C(OCC)(=O)C.C1C=CC([P]([Pd]([P](C2C=CC=CC=2)(C2C=CC=CC=2)C2C=CC=CC=2)([P](C2C=CC=CC=2)(C2C=CC=CC=2)C2C=CC=CC=2)[P](C2C=CC=CC=2)(C2C=CC=CC=2)C2C=CC=CC=2)(C2C=CC=CC=2)C2C=CC=CC=2)=CC=1>[Cl:8][C:6]1[CH:5]=[CH:4][C:3]([C:13]2[CH:18]=[CH:17][C:16]([CH2:19][CH3:20])=[C:15]([N+:21]([O-:23])=[O:22])[CH:14]=2)=[C:2]([F:1])[CH:7]=1 |f:2.3.4,^1:46,48,67,86|. Procedure details: Tetrakis(triphenylphosphine)palladium(0) is added to a solution of 2-fluoro-4-chlorophenylboronic acid (1.25 g, 7.17 mmol) and 4-bromo-1-ethyl-2-nitrobenzene (1.50 g, 6.52 mmol) in 1,2-dimethoxyethane (12 ml) and the mixture is stirred at room temperature for 15 minutes. A solution of sodium carbonate (5.52 g, 52 mmol) in water (26 ml) is added and the mixture is heated to reflux for 17 hours. The reaction mixture is cooled to room temperature, diluted with ethyl acetate and the two phases separ...